From a dataset of the Open Reaction Database (ORD), a public repository of structured organic reaction records. describe an organic reaction: reactants, conditions, products, and yield Reactants: C1(=CC=CC=C1)C (toluene), CN(C)C=O (DMF), N12C[C@@H](C(CC1)CC2)O ((R)-quinuclidin-3-ol), CC(C)(C)OC(=O)N1[C@H](C2=CC=CC=C2CC1)C1=CC=CC=C1 ((S)-1-phenyl-1,2,3,4-tetrahydroisoquinoline-2-carboxylic acid 2-methylpropan-2-yl ester). Run in CC(C)([O-])C.[Na+] (sodium tert-butoxide). Yields the product C=1C=CC(=CC1)[C@H]2C=3C=CC=CC3CCN2C(=O)O[C@H]4CN5CCC4CC5 (solifenacin). Yield: 3.9%. Reaction SMILES: C1(C)C=CC=CC=1.CN(C=O)C.[N:13]12[CH2:20][CH2:19][CH:16]([CH2:17][CH2:18]1)[C@@H:15]([OH:21])[CH2:14]2.CC([O:26][C:27]([N:29]1[CH2:38][CH2:37][C:36]2[C:31](=[CH:32][CH:33]=[CH:34][CH:35]=2)[C@@H:30]1[C:39]1[CH:44]=[CH:43][CH:42]=[CH:41][CH:40]=1)=O)(C)C>CC(C)([O-])C.[Na+]>[CH:42]1[CH:43]=[CH:44][C:39]([C@@H:30]2[N:29]([C:27]([O:21][C@@H:15]3[CH:16]4[CH2:19][CH2:20][N:13]([CH2:18][CH2:17]4)[CH2:14]3)=[O:26])[CH2:38][CH2:37][C:36]3[CH:35]=[CH:34][CH:33]=[CH:32][C:31]2=3)=[CH:40][CH:41]=1 |f:4.5|. Procedure details: In a mixture of 0.38 g of sodium tert-butoxide, 60 ml of toluene and 3 ml of DMF, 2.96 g of (R)-quinuclidin-3-ol was allowed to react with 6.00 g of (S)-1-phenyl-1,2,3,4-tetrahydroisoquinoline-2-carboxylic acid 2-methylpropan-2-yl ester for 8 hours while evaporating the solvent, thereby obtaining 0.274 g of a solifenacin-containing composition. Starting materials: CN[C@@H]1C[C@H]2O[C@@](C)([C@@H]1OC)n1c3ccccc3c3c4c(c5c6ccccc6n2c5c31)C(=O)NC4 (staurosporine), CC(C)n1ncc2cc(C=O)cnc12. The reagents and catalysts are CC(C)[O-].CC(C)[O-].CC(C)[O-].CC(C)[O-].[Ti+4] (Ti(OiPr)4), CC(=O)O (acetic acid), CC(=O)O[BH-](OC(C)=O)OC(C)=O.[Na+] (Sodium triacetoxyborohydride). Run in CN1CCCC1=O (NMP), CN1CCCC1=O (NMP), CN1CCCC1=O (NMP), CN1CCCC1=O (NMP), CN1CCCC1=O (NMP), CN1CCCC1=O (NMP), CN1CCCC1=O (NMP). Reaction conditions: temperature 22 celsius, time 18 hour. Yields the product CO[C@@H]1[C@@H](C[C@H]2O[C@]1(C)n3c4ccccc4c5c6CNC(=O)c6c7c8ccccc8n2c7c35)N(C)Cc9cnc%10c(cnn%10C(C)C)c9, CN[C@@H]1C[C@H]2O[C@@](C)([C@@H]1OC)n1c3ccccc3c3c4c(c5c6ccccc6n2c5c31)C(=O)NC4 (Staurosporine), CC(C)n1ncc2cc(C=O)cnc12. Reactants: O=C(O)c1cccc(Br)c1, Cc1cccc(-c2sc(C)nc2C(=O)N2CC3CC3C2CN)c1. Yields the product Cc1cccc(-c2sc(C)nc2C(=O)N2CC3CC3C2CNC(=O)c2cccc(Br)c2)c1. As a reaction SMILES: [Br:24][c:25]1[cH:26][c:27]([C:28](=[O:29])[OH:30])[cH:31][cH:32][cH:33]1.[NH2:1][CH2:2][CH:3]1[CH:4]2[CH2:5][CH:6]2[CH2:7][N:8]1[C:9](=[O:10])[c:11]1[n:12][c:13]([CH3:23])[s:14][c:15]1-[c:16]1[cH:17][c:18]([CH3:22])[cH:19][cH:20][cH:21]1>>[NH:1]([CH2:2][CH:3]1[CH:4]2[CH2:5][CH:6]2[CH2:7][N:8]1[C:9](=[O:10])[c:11]1[n:12][c:13]([CH3:23])[s:14][c:15]1-[c:16]1[cH:17][c:18]([CH3:22])[cH:19][cH:20][cH:21]1)[C:28]([c:27]1[cH:26][c:25]([Br:24])[cH:33][cH:32][cH:31]1)=[O:29]. The reactants are C(=O)(OC(C)(C)C)N(C1CCC(CC1)N(C(=O)C1=C(C2=C(S1)C=CC=C2)Cl)CC=2C=C(C=CC2OCC)B(O)O)C (3-{[[4-(BOC-methyl-amino)-cyclohexyl]-(3-chloro-benzo[b]thiophene-2-carbonyl)-amino]-methyl}-4-ethoxy-benzene boronic acid), BrC=1C=NC(=NC1)NC (5-bromo-2-methylaminopyrimidine). The product is Cl.Cl.C(C)OC1=C(CN(C(=O)C2=C(C3=C(S2)C=CC=C3)Cl)C3CCC(CC3)NC)C=C(C=C1)C=1C=NC(=NC1)NC (3-Chloro-benzo[b]thiophene-2-carboxylic acid [2-ethoxy-5-(2-methylamino-pyrimidin-5-yl)-benzyl]-(4-methylamino-cyclohexyl)-amide dihydrochloride). RXN SMILES: [C:1]([N:8](C)[CH:9]1[CH2:14][CH2:13][CH:12]([N:15]([CH2:28][C:29]2[CH:30]=[C:31](B(O)O)[CH:32]=[CH:33][C:34]=2[O:35][CH2:36][CH3:37])[C:16]([C:18]2[S:22][C:21]3[CH:23]=[CH:24][CH:25]=[CH:26][C:20]=3[C:19]=2[Cl:27])=[O:17])[CH2:11][CH2:10]1)(OC(C)(C)C)=O.Br[C:43]1[CH:44]=[N:45][C:46]([NH:49][CH3:50])=[N:47][CH:48]=1>>[ClH:27].[ClH:27].[CH2:36]([O:35][C:34]1[CH:33]=[CH:32][C:31]([C:43]2[CH:44]=[N:45][C:46]([NH:49][CH3:50])=[N:47][CH:48]=2)=[CH:30][C:29]=1[CH2:28][N:15]([CH:12]1[CH2:11][CH2:10][CH:9]([NH:8][CH3:1])[CH2:14][CH2:13]1)[C:16]([C:18]1[S:22][C:21]2[CH:23]=[CH:24][CH:25]=[CH:26][C:20]=2[C:19]=1[Cl:27])=[O:17])[CH3:37] |f:2.3.4|. Procedure details: The title compound was prepared from boronic acid (12) (25 mg, 42 μmol) and 5-bromo-2-methylaminopyrimidine (6.5 mg, 41 μmol) in accordance with Method L2. Starting materials: ClC=1N=C(NC1C(=O)NCC1=C(C(=C(C=C1)Cl)OC1=CC(=CC(=C1)C#N)Cl)F)CO (4-chloro-N-({4-chloro-3-[(3-chloro-5-cyanophenyl)oxy]-2-fluorophenyl}methyl)-2-(hydroxymethyl)-1H-imidazole-5-carboxamide). Reagents/catalysts: O=[Mn]=O (MnO2). The solvent is C(Cl)Cl (DCM), O1CCOCC1 (1,4-dioxane). Run at time 66 hour. The product is ClC=1N=C(NC1C(=O)NCC1=C(C(=C(C=C1)Cl)OC1=CC(=CC(=C1)C#N)Cl)F)C=O (4-Chloro-N-({4-chloro-3-[(3-chloro-5-cyanophenyl)oxy]-2-fluorophenyl}methyl)-2-formyl-1H-imidazole-5-carboxamide). Isolated yield 30.0%. Reaction SMILES: [Cl:1][C:2]1[N:3]=[C:4]([CH2:29][OH:30])[NH:5][C:6]=1[C:7]([NH:9][CH2:10][C:11]1[CH:16]=[CH:15][C:14]([Cl:17])=[C:13]([O:18][C:19]2[CH:24]=[C:23]([C:25]#[N:26])[CH:22]=[C:21]([Cl:27])[CH:20]=2)[C:12]=1[F:28])=[O:8]>C(Cl)Cl.O1CCOCC1.O=[Mn]=O>[Cl:1][C:2]1[N:3]=[C:4]([CH:29]=[O:30])[NH:5][C:6]=1[C:7]([NH:9][CH2:10][C:11]1[CH:16]=[CH:15][C:14]([Cl:17])=[C:13]([O:18][C:19]2[CH:24]=[C:23]([C:25]#[N:26])[CH:22]=[C:21]([Cl:27])[CH:20]=2)[C:12]=1[F:28])=[O:8]. Reported procedure: MnO2 (2.5 g, 29 mmol) was added to a solution of 4-chloro-N-({4-chloro-3-[(3-chloro-5-cyanophenyl)oxy]-2-fluorophenyl}methyl)-2-(hydroxymethyl)-1H-imidazole-5-carboxamide (428 mg, 0.91 mmol) in DCM (30 mL) and 1,4-dioxane (5.0 mL). The mixture was stirred for 66 h and then the MnO2 was filtered off by through a pad of celite. Resin with 10% MeCN in DCM and the filtrates were concentrated, dried in vacuo to give the crude product (128 m, 30%) which was used for the next step without purification.